From a dataset of the Open Reaction Database (ORD), a public repository of structured organic reaction records. describe an organic reaction: reactants, conditions, products, and yield The reactants are ClC(C)NC(=O)Cl (1-chloroethylcarbamyl chloride), 16, C(=C)N=C=O (vinyl isocyanate). The solvent is ClC1=CC=CC2=CC=CC=C12 (1-chloronaphthalene), ClC1=CC=CC2=CC=CC=C12 (1-chloronaphthalene). Product: C(=C)N=C=O (vinyl isocyanate), ClC(C)N=C=O (1-chloroethyl isocyanate). Isolated yield 92.0%. RXN SMILES: [Cl:1][CH:2]([NH:4][C:5](Cl)=[O:6])[CH3:3].C(N=C=O)=C>ClC1C2C(=CC=CC=2)C=CC=1>[CH:2]([N:4]=[C:5]=[O:6])=[CH2:3].[Cl:1][CH:2]([N:4]=[C:5]=[O:6])[CH3:3]. Procedure details: 30 parts of 1-chloroethylcarbamyl chloride are dissolved in 100 parts by volume of 1-chloronaphthalene and a solution of 16 parts of vinyl isocyanate in 20 parts by volume of 1-chloronaphthalene is added to the mixture in the course of 0.3 hour at 2° C. 12.5 parts (8% of theory) of vinyl isocyanate and 43 parts (92% of theory) of 1-chloroethyl isocyanate are obtained, the determinations being carried out by gas chromatography.